From a dataset of the Open Reaction Database (ORD), a public repository of structured organic reaction records. describe an organic reaction: reactants, conditions, products, and yield The reactants are ClC1=CC=C2C(=CC=NC2=C1)O (7-chloro-4-hydroxyquinoline), P(=O)(Br)(Br)Br (phosphorus oxybromide), ice water. Reaction conditions: temperature 140 celsius. Product: BrC1=CC=NC2=CC(=CC=C12)Cl (4-Bromo-7-chloro-quinoline). Reaction SMILES: [Cl:1][C:2]1[CH:11]=[C:10]2[C:5]([C:6](O)=[CH:7][CH:8]=[N:9]2)=[CH:4][CH:3]=1.P(Br)(Br)([Br:15])=O>>[Br:15][C:6]1[C:5]2[C:10](=[CH:11][C:2]([Cl:1])=[CH:3][CH:4]=2)[N:9]=[CH:8][CH:7]=1. Procedure details: 83.9 g of 7-chloro-4-hydroxyquinoline were added portionwise at 60° to 150 g of phosphorus oxybromide and the mixture was thereafter heated to 140° C. for 6 hours. After cooling, the mixture was treated with 3 l of ice-water and extracted with 2×1.5 l of dichloromethane. After evaporation of the solvent and crystallization from 1.3 l of hexane, 34 g of product were obtained as colourless crystals, m.p.: 102°-103° C. Starting materials: CC=1C=C(C=C(C1)C)NC1=NC=CC(=N1)N1N=C(C(=C1)C(=O)OCC)C (ethyl 1-(2-(3,5-dimethylphenylamino)pyrimidin-4-yl)-3-methyl-1H-pyrazole-4-carboxylate), C([O-])([O-])=O.[K+].[K+] (potassium carbonate), ClC1=NC(=NC=C1)SC (4-chloro-2-(methylthio)pyrimidine). Run in C(C)#N (acetonitrile), C(C)(=O)OCC (ethyl acetate). Run at temperature 80 celsius. Yields the product CC1=NN(C=C1C(=O)OCC)C1=NC(=NC=C1)SC (ethyl 3-methyl-1-(2-(methylthio)pyrimidin-4-yl)-1H-pyrazole-4-carboxylate). Yield: 707.8%. RXN SMILES: CC1C=C(N[C:10]2[N:15]=[C:14]([N:16]3[CH:20]=[C:19]([C:21]([O:23][CH2:24][CH3:25])=[O:22])[C:18]([CH3:26])=[N:17]3)[CH:13]=[CH:12][N:11]=2)C=C(C)C=1.C(=O)([O-])[O-].[K+].[K+].ClC1C=CN=[C:36]([S:40]C)N=1>C(#N)C.C(OCC)(=O)C>[CH3:26][C:18]1[C:19]([C:21]([O:23][CH2:24][CH3:25])=[O:22])=[CH:20][N:16]([C:14]2[CH:13]=[CH:12][N:11]=[C:10]([S:40][CH3:36])[N:15]=2)[N:17]=1 |f:1.2.3|. Procedure: To a solution of ethyl 3-methyl-1H-pyrazole-4-carboxylate 2 (5.0 g, 32 4 mmol) in anhydrous acetonitrile (60 mL) were added potassium carbonate (8.96 g, 64.9 mmol) and 4-chloro-2-(methylthio)pyrimidine 11 (5.47 g, 34.1 mmol) at room temperature (rt). The resulting suspension was heated at 80° C. for 8 hours with monitoring a reaction with LC-MS or thin layer chromatography (TLC). It was diluted with ethyl acetate and washed with brine. The collected organic layer was dried over anhydrous sodium ...